This data is from the Open Reaction Database (ORD), a public repository of structured organic reaction records. The task is: describe an organic reaction: reactants, conditions, products, and yield Starting materials: COC(=O)c1cc(Br)c2[nH]c(=O)[nH]c2c1, CO, [Na+], [OH-]. Yields the product O=C(O)c1cc(Br)c2[nH]c(=O)[nH]c2c1. RXN SMILES: [Br:1][c:2]1[cH:3][c:4]([C:12](=[O:13])[O:14][CH3:15])[cH:5][c:6]2[c:7]1[nH:8][c:9](=[O:11])[nH:10]2.[CH3:18][OH:19].[Na+:17].[OH-:16]>>[Br:1][c:2]1[cH:3][c:4]([C:12](=[O:13])[OH:14])[cH:5][c:6]2[c:7]1[nH:8][c:9](=[O:11])[nH:10]2. Starting materials: BrC1=C(NC=2N=CSC21)C (6-bromo-5-methyl-4H-pyrrolo[2,3-d]thiazole), CS(=O)(=O)OC(COC)C (1-methoxypropan-2-yl methanesulfonate), C([O-])([O-])=O.[K+].[K+] (potassium carbonate). The solvent is CN(C=O)C (N,N-dimethylformamide). Reaction conditions: temperature 70 celsius. Product: BrC1=C(N(C=2N=CSC21)C(COC)C)C (6-bromo-4-(1-methoxypropan-2-yl)-5-methyl-4H-pyrrolo[2,3-d]thiazole). RXN SMILES: [Br:1][C:2]1[C:9]2[S:8][CH:7]=[N:6][C:5]=2[NH:4][C:3]=1[CH3:10].CS(O[CH:16]([CH3:20])[CH2:17][O:18][CH3:19])(=O)=O.C(=O)([O-])[O-].[K+].[K+]>CN(C)C=O>[Br:1][C:2]1[C:9]2[S:8][CH:7]=[N:6][C:5]=2[N:4]([CH:16]([CH3:20])[CH2:17][O:18][CH3:19])[C:3]=1[CH3:10] |f:2.3.4|. Reported procedure: To a solution of 6-bromo-5-methyl-4H-pyrrolo[2,3-d]thiazole (2.5 g, 11.52 mmol) in anhydrous N,N-dimethylformamide (20 mL) was added 1-methoxypropan-2-yl methanesulfonate (3.87 g, 23.03 mmol), and potassium carbonate (3.18 g, 23.03 mmol) followed. The resulting reaction mixture was heated to 70° C. and allowed to stir over night at 70° C. The reaction mixture was washed with water and brine, extracted with acetic ester (30 mL×3). The combined organic phase was dried by anhydrous sodium sulphate,...